This data is from the Open Reaction Database (ORD), a public repository of structured organic reaction records. The task is: describe an organic reaction: reactants, conditions, products, and yield Reactants: Cl.Cl.N12C[C@@H](C(CC1)CC2)N ((R)-1-azabicyclo[2.2.2]oct-3-ylamine dihydrochloride), C1(=CC=CC=C1)C#CC(=O)O (3-phenylpropynoic acid). Product: N12C[C@@H](C(CC1)CC2)NC(C#CC2=CC=CC=C2)=O ((R)-N-(1-Azabicyclo[2.2.2]oct-3-yl)(3-phenylpropynamide)). As a reaction SMILES: Cl.Cl.[N:3]12[CH2:10][CH2:9][CH:6]([CH2:7][CH2:8]1)[C@@H:5]([NH2:11])[CH2:4]2.[C:12]1([C:18]#[C:19][C:20](O)=[O:21])[CH:17]=[CH:16][CH:15]=[CH:14][CH:13]=1>>[N:3]12[CH2:10][CH2:9][CH:6]([CH2:7][CH2:8]1)[C@@H:5]([NH:11][C:20](=[O:21])[C:19]#[C:18][C:12]1[CH:17]=[CH:16][CH:15]=[CH:14][CH:13]=1)[CH2:4]2 |f:0.1.2|. Procedure: Prepared as a free base by a method analogous to that described in Example 1 from (R)-1-azabicyclo[2.2.2]oct-3-ylamine dihydrochloride and 3-phenylpropynoic acid; MS (ES+) 255 (MH+). Solvent: O (water), O (water), O (water). Run at temperature 47 celsius, time 1 hour. The product is S(F)(F)(F)(F)(F)C(F)(F)C(F)(F)C(F)(F)CO (F5S(CF2)3CH2OH). Reactants: [BH4-].[Na+] (Sodium borohydride), COCCOCCOCCOCCOC (tetraglyme), 2, S(F)(F)(F)(F)(F)C(F)(F)C(F)(F)C(F)(F)C(=O)OC (F5S(CF2)3CO2CH3), [BH4-].[Na+] (sodium borohydride), S(O)(O)(=O)=O (sulfuric acid). Reported procedure: Sodium borohydride (0.32 g) was added to 25 g tetraglyme with rapid stirring. At room temperature 4.8 g of Cut 2 (b.p. 110°-130° C.) from Example 11, F5S(CF2)3CO2CH3, was added to the sodium borohydride solution over a period of 1.5 hrs. The crude reaction mixture was heated to 47° C. and held at that temperature for one hr. The reaction mixture then was cooled to room temperature and 50 mL water was added. After the water was added, 1 mL of concentrated sulfuric acid was introduced. The reactio... Reaction SMILES: [BH4-].[Na+].COCCOCCOCCOCCOC.[S:18]([C:24]([C:27]([C:30]([C:33](OC)=[O:34])([F:32])[F:31])([F:29])[F:28])([F:26])[F:25])([F:23])([F:22])([F:21])([F:20])[F:19].S(=O)(=O)(O)O>O>[S:18]([C:24]([C:27]([C:30]([CH2:33][OH:34])([F:32])[F:31])([F:29])[F:28])([F:26])[F:25])([F:23])([F:22])([F:21])([F:20])[F:19] |f:0.1|. Yields the product ClC1=C(C(=O)O)C=CC(=C1C=NO)S(=O)(=O)C (2-Chloro-3-hydroxyiminomethyl-4-methylsulfonylbenzoic acid). Reaction SMILES: [Cl:1][C:2]1[C:11]([CH:12]=O)=[C:10]([S:14]([CH3:17])(=[O:16])=[O:15])[CH:9]=[CH:8][C:3]=1[C:4]([O:6]C)=[O:5].Cl.[NH2:19][OH:20].C(=O)([O-])[O-].[Na+].[Na+]>CO.O>[Cl:1][C:2]1[C:11]([CH:12]=[N:19][OH:20])=[C:10]([S:14]([CH3:17])(=[O:16])=[O:15])[CH:9]=[CH:8][C:3]=1[C:4]([OH:6])=[O:5] |f:1.2,3.4.5|. Procedure: 15.00 g (54 mmol) of methyl 2-chloro-3-formyl-4-methylsulfonylbenzoate and 4.20 g (60 mmol) of hydroxylamine hydrochloride were taken up in 300 ml of methanol, and a solution of 3.18 g (30 mmol) of sodium carbonate in 80 ml of water was added dropwise. After the mixture had been stirred for 12 hours at room temperature, the methanol was distilled off, the residue was diluted with water and the mixture was extracted with diethyl ether. After the organic phase had been dried, the solvent was remov... Starting materials: ClC1=C(C(=O)OC)C=CC(=C1C=O)S(=O)(=O)C (methyl 2-chloro-3-formyl-4-methylsulfonylbenzoate), Cl.NO (hydroxylamine hydrochloride), C([O-])([O-])=O.[Na+].[Na+] (sodium carbonate). Run in CO (methanol), O (water). Run at time 12 hour.